Dataset: the Open Reaction Database (ORD), a public repository of structured organic reaction records. Task: describe an organic reaction: reactants, conditions, products, and yield Reactants: BrB(Br)Br, COc1ccc2c(C#N)cn(C3CC3)c2c1, ClCCl, [Na+], O=C([O-])O. Yields the product N#Cc1cn(C2CC2)c2cc(O)ccc12. RXN SMILES: [B:17]([Br:18])([Br:19])[Br:20].[CH:1]1([n:4]2[cH:5][c:6]([C:15]#[N:16])[c:7]3[cH:8][cH:9][c:10]([O:13][CH3:14])[cH:11][c:12]23)[CH2:2][CH2:3]1.[Cl:26][CH2:27][Cl:28].[Na+:25].[O-:21][C:22]([OH:23])=[O:24]>>[CH:1]1([n:4]2[cH:5][c:6]([C:15]#[N:16])[c:7]3[cH:8][cH:9][c:10]([OH:13])[cH:11][c:12]23)[CH2:2][CH2:3]1. The reactants are O=C1COCC(=O)O1, CCCCOc1ccc(C)c(C(c2cc(OCCCC)ccc2C)C2CCCN(CCCCN3C(=O)COCC3=O)C2)c1, CS(=O)(=O)O, NCCCCO. Yields the product O=C(O)COCC(=O)NCCCCO. RXN SMILES: [C:49]1(=[O:56])[CH2:50][O:51][CH2:52][C:53](=[O:54])[O:55]1.[CH2:6]([O:7][c:8]1[cH:9][cH:10][c:11]([CH3:12])[c:13]([CH:14]([c:15]2[cH:16][c:17]([O:18][CH2:19][CH2:20][CH2:21][CH3:22])[cH:23][cH:24][c:25]2[CH3:26])[CH:27]2[CH2:28][CH2:29][CH2:30][N:31]([CH2:32][CH2:33][CH2:34][CH2:35][N:36]3[C:37](=[O:38])[CH2:39][O:40][CH2:41][C:42]3=[O:43])[CH2:44]2)[cH:45]1)[CH2:46][CH2:47][CH3:48].[CH3:1][S:2]([OH:3])(=[O:4])=[O:5].[NH2:57][CH2:58][CH2:59][CH2:60][CH2:61][OH:62]>>[C:49]([CH2:50][O:51][CH2:52][C:53](=[O:54])[NH:57][CH2:58][CH2:59][CH2:60][CH2:61][OH:62])([OH:55])=[O:56]. Starting materials: NC(CCCC(C)(O)C)C (6-amino-2-methyl-2-heptanol), C1COS(=O)(=O)C1 (1,3-propane sultone). Solvent: C(C)#N (acetonitrile). The product is OC(CCCC(C)NCCCS(=O)(=O)O)(C)C (3-[(5-hydroxy-1,5-dimethylhexyl)amino]-1-propanesulfonic acid). Isolated yield 70.2%. As a reaction SMILES: [NH2:1][CH:2]([CH3:10])[CH2:3][CH2:4][CH2:5][C:6]([CH3:9])([OH:8])[CH3:7].[CH2:11]1[CH2:17][S:14](=[O:16])(=[O:15])[O:13][CH2:12]1>C(#N)C>[OH:8][C:6]([CH3:9])([CH3:7])[CH2:5][CH2:4][CH2:3][CH:2]([NH:1][CH2:12][CH2:11][CH2:17][S:14]([OH:16])(=[O:15])=[O:13])[CH3:10]. Reported procedure: To a solution of 6-amino-2-methyl-2-heptanol (2.5 g, 17.2 mmol) in acetonitrile (22 mL) was added 1,3-propane sultone (2.0 g, 16.4 mmol). The solution was stirred at reflux for 2 hours. The reaction mixture was cooled to room temperature. The solid material was filtered and washed with acetonitrile (2×20 mL). The solid was dissolved in 20% MeOH (75 mL). Dowex Marathon C ion exchange resin (strongly acidic) was added to the solution. The suspension was stirred for 15 minutes before the resin was ... Reactants: C(C1=CC=CC=C1)OC=1C=CC=2C=3C(C(=NC2C1)N)=NN(C3)CC (7-benzyloxy-2-ethyl-2H-pyrazolo[3,4-c]quinolin-4-ylamine). Reagents/catalysts: [Pd] (palladium on carbon). Solvent: C(C)O (ethanol), CO (methanol), CN(C)C=O (DMF). Product: NC1=NC=2C=C(C=CC2C=2C1=NN(C2)CC)O (4-amino-2-ethyl-2H-pyrazolo[3,4-c]quinolin-7-ol). Isolated yield 54.1%. RXN SMILES: C([O:8][C:9]1[CH:10]=[CH:11][C:12]2[C:13]3[C:14](=[N:20][N:21]([CH2:23][CH3:24])[CH:22]=3)[C:15]([NH2:19])=[N:16][C:17]=2[CH:18]=1)C1C=CC=CC=1>C(O)C.CO.[Pd].CN(C=O)C>[NH2:19][C:15]1[C:14]2=[N:20][N:21]([CH2:23][CH3:24])[CH:22]=[C:13]2[C:12]2[CH:11]=[CH:10][C:9]([OH:8])=[CH:18][C:17]=2[N:16]=1. Procedure details: A suspension of 7-benzyloxy-2-ethyl-2H-pyrazolo[3,4-c]quinolin-4-ylamine (prepared as described in Example 1320) (0.80 g, 2.51 mmol) in ethanol (80 mL) and methanol (20 mL) and palladium on carbon (10% palladium w/w on carbon) (0.4 g,) were combined in a pressure vessel and placed under hydrogen pressure ((50 psi (3.4×105 Pa)) for 24 hours. The reaction mixture was diluted with DMF (50 mL), filtered through CELITE filter agent, and the filtrate was concentrated under reduced pressure. The residu... The solvent is C(C)O (ethanol). Reported procedure: A suspension of 329 mg of 3-chloro-N-methyl-5-nitropyridin-2-ylamine, 489 mg of iron powder, and 9 ml of acetic acid was stirred at 60° C. for 2 hours. After the reaction solution was cooled to room temperature, ethanol was added thereto and the solution was filtrated through celite. The filtrate was concentrated under reduced pressure and ethyl acetate and a saturated aqueous sodium bicarbonate solution were added thereto. To the organic layer obtained by an operation of separation was added a ... Conditions: temperature 60 celsius, time 2 hour. Yield: 69.8%. RXN SMILES: [Cl:1][C:2]1[C:3]([NH:11][CH3:12])=[N:4][CH:5]=[C:6]([N+:8]([O-])=O)[CH:7]=1.C(O)(=O)C.[OH-].[Na+]>[Fe].C(O)C>[Cl:1][C:2]1[C:3]([NH:11][CH3:12])=[N:4][CH:5]=[C:6]([NH2:8])[CH:7]=1 |f:2.3|. The reagents and catalysts are [Fe] (iron). The product is ClC=1C(=NC=C(C1)N)NC (3-chloro-2-methylamino-5-aminopyridine). Starting materials: ClC=1C(=NC=C(C1)[N+](=O)[O-])NC (3-chloro-N-methyl-5-nitropyridin-2-ylamine), C(C)(=O)O (acetic acid), [OH-].[Na+] (sodium hydroxide).